Dataset: the Open Reaction Database (ORD), a public repository of structured organic reaction records. Task: describe an organic reaction: reactants, conditions, products, and yield The reactants are NC=1C=C(C=CC1)S (3-aminothiophenol), C(C1=CC=CC=C1)Cl (benzyl chloride), [OH-].[Na+] (sodium hydroxide). Solvent: C(C)O (ethanol), C(C)O (ethanol), O (water). Reaction conditions: time 4 hour. Yields the product C(C1=CC=CC=C1)SC=1C=C(N)C=CC1 (3-(benzylthio)aniline). Yield: 81.9%. RXN SMILES: [OH-].[Na+].[NH2:3][C:4]1[CH:5]=[C:6]([SH:10])[CH:7]=[CH:8][CH:9]=1.[CH2:11](Cl)[C:12]1[CH:17]=[CH:16][CH:15]=[CH:14][CH:13]=1>O.C(O)C>[CH2:11]([S:10][C:6]1[CH:5]=[C:4]([CH:9]=[CH:8][CH:7]=1)[NH2:3])[C:12]1[CH:17]=[CH:16][CH:15]=[CH:14][CH:13]=1 |f:0.1|. Procedure details: To a stirred solution of sodium hydroxide (2.1 g, 52.5 mmol) in water (4 ml) cooled in an ice bath, a solution of 3-aminothiophenol (4.8 g, 38.4 mmol) in ethanol (20 ml) was added drop wise, followed by the addition of solution of benzyl chloride (5 g, 39.5 mmol) in ethanol (5 ml). After the addition, the reaction mixture was stirred at room temperature for 4 hours and became a brown solution with white precipitate. After filtering off the precipitate, the filtrate was concentrated and residue w...